Dataset: the Open Reaction Database (ORD), a public repository of structured organic reaction records. Task: describe an organic reaction: reactants, conditions, products, and yield The reactants are ClC=1C=CC(=C(C=O)C1)N1CCCC1 (5-chloro-2-(pyrrolidin-1-yl)benzaldehyde), N1(CCNCC1)C(=O)OC(C)(C)C (tert-butyl piperazine-1-carboxylate), C(C)(=O)O[BH-](OC(C)=O)OC(C)=O.[Na+] (Sodium triacetoxyborohydride). Isolated yield 84.5%. Procedure: A 100 mL round-bottom flask was charged with 5-chloro-2-(pyrrolidin-1-yl)benzaldehyde (1.80 g, 8.58 mmol, 1.10 equiv), tert-butyl piperazine-1-carboxylate (1.45 g, 7.79 mmol, 1.00 equiv), 1,2-dichloroethane (20 mL). The mixture was stirred 30 min at room temperature. Sodium triacetoxyborohydride (4.96 g, 23.4 mmol, 3.01 equiv) was added. The resulting solution was stirred overnight at room temperature. The resulting mixture was washed with H2O (2×20 mL), dried over anhydrous sodium sulfate, filt... The solvent is ClCCCl (1,2-dichloroethane). Run at time 30 minute. Reaction SMILES: [Cl:1][C:2]1[CH:3]=[CH:4][C:5]([N:10]2[CH2:14][CH2:13][CH2:12][CH2:11]2)=[C:6]([CH:9]=1)[CH:7]=O.[N:15]1([C:21]([O:23][C:24]([CH3:27])([CH3:26])[CH3:25])=[O:22])[CH2:20][CH2:19][NH:18][CH2:17][CH2:16]1.C(O[BH-](OC(=O)C)OC(=O)C)(=O)C.[Na+]>ClCCCl>[Cl:1][C:2]1[CH:3]=[CH:4][C:5]([N:10]2[CH2:14][CH2:13][CH2:12][CH2:11]2)=[C:6]([CH2:7][N:18]2[CH2:17][CH2:16][N:15]([C:21]([O:23][C:24]([CH3:27])([CH3:26])[CH3:25])=[O:22])[CH2:20][CH2:19]2)[CH:9]=1 |f:2.3|. Yields the product ClC=1C=CC(=C(C1)CN1CCN(CC1)C(=O)OC(C)(C)C)N1CCCC1 (tert-butyl 4-[[5-chloro-2-(pyrrolidin-1-yl)phenyl]methyl]piperazine-1-carboxylate). Reactants: CCCCP(=CC#N)(CCCC)CCCC, Cc1ccccc1, CC(C)(C)OC(=O)N1CCC(O)CC1, c1ccc(-c2cc[nH]n2)cc1. Product: CC(C)(C)OC(=O)N1CCC(n2ccc(-c3ccccc3)n2)CC1. Reaction SMILES: [CH2:26]([P:27](=[CH:28][C:29]#[N:30])([CH2:31][CH2:32][CH2:33][CH3:34])[CH2:35][CH2:36][CH2:37][CH3:38])[CH2:39][CH2:40][CH3:41].[CH3:42][c:43]1[cH:44][cH:45][cH:46][cH:47][cH:48]1.[OH:12][CH:13]1[CH2:14][CH2:15][N:16]([C:19](=[O:20])[O:21][C:22]([CH3:23])([CH3:24])[CH3:25])[CH2:17][CH2:18]1.[c:1]1(-[c:7]2[n:8][nH:9][cH:10][cH:11]2)[cH:2][cH:3][cH:4][cH:5][cH:6]1>>[c:1]1(-[c:7]2[n:8][n:9]([CH:13]3[CH2:14][CH2:15][N:16]([C:19](=[O:20])[O:21][C:22]([CH3:23])([CH3:24])[CH3:25])[CH2:17][CH2:18]3)[cH:10][cH:11]2)[cH:2][cH:3][cH:4][cH:5][cH:6]1. Starting materials: NCC(=O)OCC1=CC=CC=C1 (benzyl glycinate), C1(=CC=CC=C1)P(=O)(C1=CC=CC=C1)N=[N+]=[N-] (diphenylphosphoryl azide), acid 9, S(=O)(=O)([O-])C1=CC=C(C)C=C1 (tosylate), Cbz. The solvent is CN(C)C=O (DMF). Yields the product amino acids, NCC(=O)O (Gly), C1(=CC=CC=C1)P(=O)(C1=CC=CC=C1)N=[N+]=[N-] (DPPA). RXN SMILES: S(C1C=CC(C)=CC=1)([O-])(=O)=O.[NH2:12][CH2:13][C:14]([O:16]CC1C=CC=CC=1)=[O:15].[C:24]1([P:30]([N:38]=[N+:39]=[N-:40])([C:32]2[CH:37]=[CH:36][CH:35]=[CH:34][CH:33]=2)=[O:31])[CH:29]=[CH:28][CH:27]=[CH:26][CH:25]=1>CN(C=O)C>[NH2:12][CH2:13][C:14]([OH:16])=[O:15].[C:24]1([P:30]([N:38]=[N+:39]=[N-:40])([C:32]2[CH:37]=[CH:36][CH:35]=[CH:34][CH:33]=2)=[O:31])[CH:25]=[CH:26][CH:27]=[CH:28][CH:29]=1. Procedure: Coupling of the tosylate salt of benzyl glycinate with acid 9 proceeded smoothly to give the protected acyclic precursor 12, Scheme 5. Simultaneous hydrogenolysis of the Cbz and Bn protecting groups followed by cyclization with diphenylphosphoryl azide (DPPA) in dilute DMF solution afforded cyclic tripeptide methyl ester 13 in high yield.40In anticipation of future incorporation of amino acids beside Gly into the mimic, DPPA was chosen for cyclization because of the low propensity of acyl azides...